Dataset: the Open Reaction Database (ORD), a public repository of structured organic reaction records. Task: describe an organic reaction: reactants, conditions, products, and yield The reactants are C(C)(=O)OCC (ethyl acetate), BrCCCCCCBr (1,6-dibromohexane), CN(C)C (trimethylamine). Conditions: temperature 60 celsius. Product: [Br-].BrCCCCCC[N+](C)(C)C ((6-bromohexyl)trimethylammonium bromide). As a reaction SMILES: C(OCC)(=O)C.[Br:7][CH2:8][CH2:9][CH2:10][CH2:11][CH2:12][CH2:13]Br.[CH3:15][N:16]([CH3:18])[CH3:17]>>[Br-:7].[Br:7][CH2:8][CH2:9][CH2:10][CH2:11][CH2:12][CH2:13][N+:16]([CH3:18])([CH3:17])[CH3:15] |f:3.4|. Procedure details: 494 kg (5606 mol) of ethyl acetate and 244 kg (1000 mol) of 1,6-dibromohexane were charged into a reactor with stirring and simultaneous heating to 60° C. 64 kg (1080 mol) of trimethylamine were metered in at 1 bar in the course of 3 hours. After an after-reaction time of a further 3 h, the reaction mixture was cooled and filtered through a suction filter and the crystallizate obtained was washed with ethyl acetate. After drying had taken place, 288 kg (95.1%) of (6-bromohexyl)trimethylammonium ... The reactants are O=C1c2ccccc2C(=O)N1CCCCCCBr, Cc1nc2cccc3[nH]c(=O)c1n23, [H-], [Na+], CN(C)C=O, O. Product: Cc1nc2cccc3n(CCCCCCN4C(=O)c5ccccc5C4=O)c(=O)c1n23. As a reaction SMILES: [Br:16][CH2:17][CH2:18][CH2:19][CH2:20][CH2:21][CH2:22][N:23]1[C:24](=[O:33])[c:25]2[c:26]([cH:29][cH:30][cH:31][cH:32]2)[C:27]1=[O:28].[CH3:1][c:2]1[n:3][c:4]2[n:5]3[c:6]1[c:7](=[O:13])[nH:8][c:9]3[cH:10][cH:11][cH:12]2.[H-:14].[Na+:15].[O:35]=[CH:36][N:37]([CH3:38])[CH3:39].[OH2:34]>>[CH3:1][c:2]1[n:3][c:4]2[n:5]3[c:6]1[c:7](=[O:13])[n:8]([CH2:17][CH2:18][CH2:19][CH2:20][CH2:21][CH2:22][N:23]1[C:24](=[O:33])[c:25]4[c:26]([cH:29][cH:30][cH:31][cH:32]4)[C:27]1=[O:28])[c:9]3[cH:10][cH:11][cH:12]2. Starting materials: O=C([O-])O, CCO, [Cl-], N#Cc1ccc(F)c(F)c1, [Na+], O, [NH3+]O. The product is NC(=NO)c1ccc(F)c(F)c1. Reaction SMILES: [C:14](=[O:15])([OH:16])[O-:17].[CH3:19][CH2:20][OH:21].[Cl-:11].[F:1][c:2]1[cH:3][c:4]([C:5]#[N:6])[cH:7][cH:8][c:9]1[F:10].[Na+:18].[OH2:22].[OH:12][NH3+:13]>>[F:1][c:2]1[cH:3][c:4]([C:5]([NH2:6])=[N:13][OH:12])[cH:7][cH:8][c:9]1[F:10]. The reactants are C(C)OC(C(CC1=CC=C(C=C1)OCC1=CC=CC=C1)(C)O)=O (3-(4-Benzyloxy-phenyl)-2-hydroxy-2-methyl-propionic acid ethyl ester). Reagents/catalysts: [Pd] (palladium on carbon). Run in C(C)O (ethanol). Run at time 2 hour. Product: C(C)OC(C(CC1=CC=C(C=C1)O)(C)O)=O (2-Hydroxy-3-(4-hydroxy-phenyl)-2-methyl-propionic acid ethyl ester). RXN SMILES: [CH2:1]([O:3][C:4](=[O:23])[C:5]([OH:22])([CH3:21])[CH2:6][C:7]1[CH:12]=[CH:11][C:10]([O:13]CC2C=CC=CC=2)=[CH:9][CH:8]=1)[CH3:2]>C(O)C.[Pd]>[CH2:1]([O:3][C:4](=[O:23])[C:5]([OH:22])([CH3:21])[CH2:6][C:7]1[CH:8]=[CH:9][C:10]([OH:13])=[CH:11][CH:12]=1)[CH3:2]. Procedure details: 3-(4-Benzyloxy-phenyl)-2-hydroxy-2-methyl-propionic acid ethyl ester (5.9 g, 18.77 mmol) is dissolved in ethanol (375 mL), treated with 10% palladium on carbon (2.95 g), and stirred under an atmosphere of hydrogen for 2 h. The suspension is filtered and concentrated to provide the title compound. 1H NMR (400 MHz, CDCl3): δ 7.00 (d, 2H, J=8.3 Hz), 6.69 (d, 2H, J=8.3 Hz), 4.18-4.13 (m, 2H), 2.99, 2.83 (ABq, 2H, J=13.7 Hz), 1.47 (s, 3H), 1.24 (t, 3H, J=7.34 Hz). Rf=0.58 in 50% acetone in hexanes. The reactants are C1CCOC1, CC(C)[Si](C(C)C)(C(C)C)n1cccc1, O=C1CCC(=O)N1Br. RXN SMILES: [CH2:24]1[O:25][CH2:26][CH2:27][CH2:28]1.[CH:1]([CH3:2])([CH3:3])[Si:4]([n:5]1[cH:6][cH:7][cH:8][cH:9]1)([CH:10]([CH3:11])[CH3:12])[CH:13]([CH3:14])[CH3:15].[O:16]=[C:17]1[N:18]([Br:23])[C:19](=[O:20])[CH2:21][CH2:22]1>>[CH:1]([CH3:2])([CH3:3])[Si:4]([n:5]1[cH:6][c:7]([Br:23])[cH:8][cH:9]1)([CH:10]([CH3:11])[CH3:12])[CH:13]([CH3:14])[CH3:15]. Yields the product CC(C)[Si](C(C)C)(C(C)C)n1ccc(Br)c1. The reactants are OC(COC1=CC=C(C=C1)C(C)(C)C1=CC=C(C=C1)OCC(CN(CCO)C1CC(NC(C1)(C)C)(C)C)O)CN(C1CC(NC(C1)(C)C)(C)C)CCO (2,2-bis[4-{2-hydroxy-3-[N-(2-hydroxyethyl)-N-(2,2,6,6-tetramethyl-4-piperidyl)amino]propoxy}phenyl]propane). The solvent is C(C)(=O)OC(C)=O (acetic anhydride). Product: C(C)(=O)OC(COC1=CC=C(C=C1)C(C)(C)C1=CC=C(C=C1)OCC(CN(CCOC(C)=O)C1CC(N(C(C1)(C)C)C(C)=O)(C)C)OC(C)=O)CN(C1CC(N(C(C1)(C)C)C(C)=O)(C)C)CCOC(C)=O (2,2-Bis[4-{2-acetoxy-3-[N-(2-acetoxyethyl)-N-(1-acetyl-2,2,6,6-tetramethyl-4-piperidyl)amino]propoxy}phenyl]propane). RXN SMILES: [OH:1][CH:2]([CH2:39][N:40]([CH2:51][CH2:52][OH:53])[CH:41]1[CH2:46][C:45]([CH3:48])([CH3:47])[NH:44][C:43]([CH3:50])([CH3:49])[CH2:42]1)[CH2:3][O:4][C:5]1[CH:10]=[CH:9][C:8]([C:11]([C:14]2[CH:19]=[CH:18][C:17]([O:20][CH2:21][CH:22]([OH:38])[CH2:23][N:24]([CH:28]3[CH2:33][C:32]([CH3:35])([CH3:34])[NH:31][C:30]([CH3:37])([CH3:36])[CH2:29]3)[CH2:25][CH2:26][OH:27])=[CH:16][CH:15]=2)([CH3:13])[CH3:12])=[CH:7][CH:6]=1>C(OC(=O)C)(=O)C>[C:17]([O:38][CH:22]([CH2:23][N:24]([CH2:25][CH2:26][O:27][C:2](=[O:1])[CH3:3])[CH:28]1[CH2:33][C:32]([CH3:35])([CH3:34])[N:31]([C:5](=[O:4])[CH3:6])[C:30]([CH3:37])([CH3:36])[CH2:29]1)[CH2:21][O:20][C:17]1[CH:18]=[CH:19][C:14]([C:11]([C:8]2[CH:7]=[CH:6][C:5]([O:4][CH2:3][CH:2]([O:1][C:26](=[O:27])[CH3:25])[CH2:39][N:40]([CH:41]3[CH2:42][C:43]([CH3:50])([CH3:49])[N:44]([C:22](=[O:38])[CH3:21])[C:45]([CH3:48])([CH3:47])[CH2:46]3)[CH2:51][CH2:52][O:53][C:52](=[O:53])[CH3:51])=[CH:10][CH:9]=2)([CH3:13])[CH3:12])=[CH:15][CH:16]=1)(=[O:20])[CH3:16]. Reported procedure: A mixture of 200 ml of acetic anhydride and 7.4 g of 2,2-bis[4-{2-hydroxy-3-[N-(2-hydroxyethyl)-N-(2,2,6,6-tetramethyl-4-piperidyl)amino]propoxy}phenyl]propane, obtained as described in Example 17, was reacted in a manner similar to that described in Example 13, giving the desired compound in the form of a pale yellow, very viscous product. The compound had an Rf value of 0.61 on thin layer chromatography on silica gel developed with a 20:4:2:1 by volume mixture of ethyl acetate, benzene, ethano... Product: COC(=O)c1ccc(NN)cc1OC, Cl. The reactants are COC(=O)c1ccc(N(N)C(=O)OC(C)(C)C)cc1OC, Cl, C1COCCO1. As a reaction SMILES: [CH3:1][O:2][c:3]1[cH:4][c:5]([N:13]([NH2:14])[C:15]([O:16][C:17]([CH3:18])([CH3:19])[CH3:20])=[O:21])[cH:6][cH:7][c:8]1[C:9](=[O:10])[O:11][CH3:12].[ClH:22].[O:23]1[CH2:24][CH2:25][O:26][CH2:27][CH2:28]1>>[CH3:1][O:2][c:3]1[cH:4][c:5]([NH:13][NH2:14])[cH:6][cH:7][c:8]1[C:9](=[O:10])[O:11][CH3:12].[ClH:22].